Task: describe an organic reaction: reactants, conditions, products, and yield. Dataset: the Open Reaction Database (ORD), a public repository of structured organic reaction records Yields the product O1C(CCCC1)OC=1C=C(C=CC1)S(=O)(=O)Cl (m-tetrahydropyranyloxybenzenesulfonyl chloride). As a reaction SMILES: [OH:1][C:2]1[CH:3]=[C:4]([S:8]([Cl:11])(=[O:10])=[O:9])[CH:5]=[CH:6][CH:7]=1.CCOCC.[CH2:17]1[CH2:22][O:21][CH:20]=[CH:19][CH2:18]1>C(Cl)Cl>[O:21]1[CH2:22][CH2:17][CH2:18][CH2:19][CH:20]1[O:1][C:2]1[CH:3]=[C:4]([S:8]([Cl:11])(=[O:10])=[O:9])[CH:5]=[CH:6][CH:7]=1. The reactants are OC=1C=C(C=CC1)S(=O)(=O)Cl (3-hydroxybenzene sulfonyl chloride), CCOCC (ether), C1CC=COC1 (DHP). The solvent is C(Cl)Cl (methylene chloride). Reported procedure: The synthesis of HIV protease inhibitor UIC-98-056 with hydroxyethylene and hydroxyethylamine isosteres is outlined in FIG. 3. The known lactone 1 was converted to acid 2 by lithium hydroxide mediated hydrolysis followed by protection of the alcohol functionality as tert-butyldimethylsilyl ether (Ghosh et al., 1998, Synthesis, 937 (Review); Ghosh et al., 1991, J. Org. Chem. 56:6500; Evens et al., 1985). The previously described (Ghosh et al., 1992, J. Chem. Soc., Chem. Co., 273; Ghosh et al., 19... The reactants are NC1C(N(C2=C(N(C1=O)CC(=O)N(C1=CC=CC=C1)C(C)C)C=CC=C2)C2=CC=CC=C2)=O (2-(3-amino-2,4-dioxo-5-phenyl-2,3,4,5-tetrahydro-benzo[b][1,4]diazepin-1-yl)-N-isopropyl-N-phenyl-acetamide), 1,1-carbonyldiimidazole, O1CCCC1 (tetrahydrofuran), Cl.N=1NN=NC1C=1C=C(C=CC1)N (3-(2H-tetrazol-5-yl)-phenylamine hydrochloride). Conditions: time 90 minute. Product: O=C1C(C(N(C2=C(N1CC(=O)N(C1=CC=CC=C1)C(C)C)C=CC=C2)C2=CC=CC=C2)=O)NC(=O)NC2=CC(=CC=C2)C2=NN=NN2 (2-(2,4-dioxo-5-phenyl-3-{3-[3-(1H-tetrazol-5-yl)-phenyl]-ureido}2,3,4,5-tetrahydro-benzo[b][1,4]diazepin-1-yl) N-isopropyl-N-phenylacetamide). Reaction SMILES: [NH2:1][CH:2]1[C:8](=[O:9])[N:7]([CH2:10][C:11]([N:13]([CH:20]([CH3:22])[CH3:21])[C:14]2[CH:19]=[CH:18][CH:17]=[CH:16][CH:15]=2)=[O:12])[C:6]2[CH:23]=[CH:24][CH:25]=[CH:26][C:5]=2[N:4]([C:27]2[CH:32]=[CH:31][CH:30]=[CH:29][CH:28]=2)[C:3]1=[O:33].Cl.[N:35]1[NH:36][N:37]=[N:38][C:39]=1[C:40]1[CH:41]=[C:42]([NH2:46])[CH:43]=[CH:44][CH:45]=1.[O:47]1CCC[CH2:48]1>>[O:9]=[C:8]1[N:7]([CH2:10][C:11]([N:13]([CH:20]([CH3:22])[CH3:21])[C:14]2[CH:19]=[CH:18][CH:17]=[CH:16][CH:15]=2)=[O:12])[C:6]2[CH:23]=[CH:24][CH:25]=[CH:26][C:5]=2[N:4]([C:27]2[CH:32]=[CH:31][CH:30]=[CH:29][CH:28]=2)[C:3](=[O:33])[CH:2]1[NH:1][C:48]([NH:46][C:42]1[CH:43]=[CH:44][CH:45]=[C:40]([C:39]2[NH:35][N:36]=[N:37][N:38]=2)[CH:41]=1)=[O:47] |f:1.2|. Reported procedure: To a vigorously stirring solution of 2-(3-amino-2,4-dioxo-5-phenyl-2,3,4,5-tetrahydro-benzo[b][1,4]diazepin-1-yl)-N-isopropyl-N-phenyl-acetamide (0.070 g) in tetrahydrofuran (3 ml) at ambient temperature was added 1,1-carbonyldiimidazole (0.025 g) in one portion. The resulting was stirred for 90 minutes at ambient temperature. 3-(2H-tetrazol-5-yl)-phenylamine hydrochloride (31.3 mg), was added in one portion and the reaction mixture was heated to reflux overnight. The reaction mixture was filter... The reactants are COc1cnn(-c2cc(Cl)cc(Cl)c2)c(=O)c1Br, [Li]CCCC, C1CCOC1, [Cl-], [NH4+]. Yields the product COc1cnn(-c2cc(Cl)cc(Cl)c2)c(=O)c1. Reaction SMILES: [Br:1][c:2]1[c:3](=[O:18])[n:4](-[c:10]2[cH:11][c:12]([Cl:17])[cH:13][c:14]([Cl:16])[cH:15]2)[n:5][cH:6][c:7]1[O:8][CH3:9].[CH2:19]([Li:20])[CH2:21][CH2:22][CH3:23].[CH2:26]1[O:27][CH2:28][CH2:29][CH2:30]1.[Cl-:24].[NH4+:25]>>[cH:2]1[c:3](=[O:18])[n:4](-[c:10]2[cH:11][c:12]([Cl:17])[cH:13][c:14]([Cl:16])[cH:15]2)[n:5][cH:6][c:7]1[O:8][CH3:9]. Reactants: C(C)(C)(C)OC(=O)N(S(=O)(=O)C1=CC=C(C(=O)OC)C=C1)C=1N=C2N(C=CC=C2C)C1C (Methyl 4-(N-(tert-butyoxycarbonyl)-N-(3,8-dimethylimidazo[1,2-a]pyridin-2-yl)sulfamoyl)benzoate), Cl (HCl). The solvent is O1CCOCC1 (dioxane). Conditions: time 18 hour. The product is CC1=C(N=C2N1C=CC=C2C)NS(=O)(=O)C2=CC=C(C(=O)OC)C=C2 (Methyl 4-(N-(3,8-dimethylimidazo[1,2-a]pyridin-2-yl)sulfamoyl)benzoate). RXN SMILES: C(OC([N:8]([C:22]1[N:23]=[C:24]2[C:29]([CH3:30])=[CH:28][CH:27]=[CH:26][N:25]2[C:31]=1[CH3:32])[S:9]([C:12]1[CH:21]=[CH:20][C:15]([C:16]([O:18][CH3:19])=[O:17])=[CH:14][CH:13]=1)(=[O:11])=[O:10])=O)(C)(C)C.Cl>O1CCOCC1>[CH3:32][C:31]1[N:25]2[CH:26]=[CH:27][CH:28]=[C:29]([CH3:30])[C:24]2=[N:23][C:22]=1[NH:8][S:9]([C:12]1[CH:21]=[CH:20][C:15]([C:16]([O:18][CH3:19])=[O:17])=[CH:14][CH:13]=1)(=[O:11])=[O:10]. Reported procedure: To compound 2-C (0.693 g, 1.51 mmol) was added 4N HCl in dioxane (30 mL) and the reaction mixture was stirred at room temperature for 18 h. The solvent was evaporated under reduced pressure, the solid triturated with ether, filtered, and the solid washed with ether and dried in vacuo to afford compound 2-D as a white solid (0.601 g, 100%). MS: m/z 360.1 (MH+). Reactants: FC1=CC=C(C=C1)C1=CC=C(C=C1)O (4-fluoro-4'-hydroxybiphenyl), BrCCCO (3-bromopropanol), C([O-])([O-])=O.[K+].[K+] (potassium carbonate). The solvent is C(C)#N (acetonitrile). Product: FC1=CC=C(C=C1)C1=CC=C(C=C1)OCCCO (4-fluoro-4'-(3-hydroxypropoxy)biphenyl). The yield is 88.8%. RXN SMILES: [F:1][C:2]1[CH:7]=[CH:6][C:5]([C:8]2[CH:13]=[CH:12][C:11]([OH:14])=[CH:10][CH:9]=2)=[CH:4][CH:3]=1.Br[CH2:16][CH2:17][CH2:18][OH:19].C(=O)([O-])[O-].[K+].[K+]>C(#N)C>[F:1][C:2]1[CH:3]=[CH:4][C:5]([C:8]2[CH:13]=[CH:12][C:11]([O:14][CH2:16][CH2:17][CH2:18][OH:19])=[CH:10][CH:9]=2)=[CH:6][CH:7]=1 |f:2.3.4|. Procedure: Using 2.8 g (14.9 mmol) of 4-fluoro-4'-hydroxybiphenyl, 50 ml of acetonitrile, 2.17 g (15.6 mmol) of 3-bromopropanol and 4.11 g (30 mmol) of anhydrous potassium carbonate, synthetic treatment was carried out in the same manner as in Example 2. The obtained colorless powder was recrystallized from benzene/n-hexane to obtain 3.26 g (yield: 89%) of 4-fluoro-4'-(3-hydroxypropoxy)biphenyl (18) as a colorless powder. Starting materials: C(C1=CC=CC=C1)OC(=O)N=C=S (benzyloxycarbonyl isothiocyanate), C1(=CC=CC=C1)C(C1=CC=CC=C1)OC(=O)C=1N=CN(C1N)[C@H]1[C@H](OC(C)=O)[C@H](OC(C)=O)[C@H](O1)COC(C)=O (5-amino-1-(2,3,5-tris-O-acetyl-β-D-ribofuranosyl)-1H-imidazole-4-carboxylic acid diphenylmethyl ester), C(C1=CC=CC=C1)OC(=O)N=C=S (benzyloxycarbonyl isothiocyanate). Solvent: C(Cl)Cl (CH2Cl2). Conditions: time 46 hour. The product is C1(=CC=CC=C1)C(C1=CC=CC=C1)OC(=O)C=1N=CN(C1NC(=S)NC(=O)OCC1=CC=CC=C1)[C@H]1[C@H](OC(C)=O)[C@H](OC(C)=O)[C@H](O1)COC(C)=O (1-(2,3,5-tri-O-acetyl-β-D-ribofuranosyl)-5-[[[[(phenylmethoxy)carbonyl]amino]thioxomethyl]amino]-1H-imidazole-4-carboxylic acid diphenylmethyl ester). The yield is 98.0%. As a reaction SMILES: [CH2:1]([O:8][C:9]([N:11]=[C:12]=[S:13])=[O:10])[C:2]1[CH:7]=[CH:6][CH:5]=[CH:4][CH:3]=1.[C:14]1([CH:20]([O:27][C:28]([C:30]2[N:31]=[CH:32][N:33]([C@@H:36]3[O:48][C@H:47]([CH2:49][O:50][C:51](=[O:53])[CH3:52])[C@@H:42]([O:43][C:44](=[O:46])[CH3:45])[C@H:37]3[O:38][C:39](=[O:41])[CH3:40])[C:34]=2[NH2:35])=[O:29])[C:21]2[CH:26]=[CH:25][CH:24]=[CH:23][CH:22]=2)[CH:19]=[CH:18][CH:17]=[CH:16][CH:15]=1>C(Cl)Cl>[C:14]1([CH:20]([O:27][C:28]([C:30]2[N:31]=[CH:32][N:33]([C@@H:36]3[O:48][C@H:47]([CH2:49][O:50][C:51](=[O:53])[CH3:52])[C@@H:42]([O:43][C:44](=[O:46])[CH3:45])[C@H:37]3[O:38][C:39](=[O:41])[CH3:40])[C:34]=2[NH:35][C:12]([NH:11][C:9]([O:8][CH2:1][C:2]2[CH:7]=[CH:6][CH:5]=[CH:4][CH:3]=2)=[O:10])=[S:13])=[O:29])[C:21]2[CH:22]=[CH:23][CH:24]=[CH:25][CH:26]=2)[CH:15]=[CH:16][CH:17]=[CH:18][CH:19]=1. Procedure details: Four portions of benzyloxycarbonyl isothiocyanate (Caution: stench, handle in a well ventilated hood only, crude, 2.0 g each, total 41 mmol) were added to a solution of 5-amino-1-(2,3,5-tris-O-acetyl-β-D-ribofuranosyl)-1H-imidazole-4-carboxylic acid diphenylmethyl ester (1.1 g, 2 mmol) in CH2Cl2 (10 mL) at 0 h, 6 h, 22 h and 30 h. The reaction mixture was stirred at room temperature under an argon atmosphere for a total of 46 h after the addition of the first portion of benzyloxycarbonyl isothio... Reaction conditions: temperature 90 celsius. Solvent: C(C)(C)O (isopropyl alcohol). RXN SMILES: Br[C:2]1[N:10]=[CH:9][N:8]=[C:7]2[C:3]=1[N:4]=[CH:5][NH:6]2.[Cl:11][C:12]1[C:17]([CH3:18])=[C:16]([N:19]2[CH:23]=[N:22][N:21]=[CH:20]2)[C:15]([C:24]2[CH:29]=[CH:28][CH:27]=[C:26]([F:30])[CH:25]=2)=[C:14]([CH:31]([NH2:33])[CH3:32])[CH:13]=1.C(N(CC)C(C)C)(C)C>C(O)(C)C>[Cl:11][C:12]1[C:17]([CH3:18])=[C:16]([N:19]2[CH:20]=[N:21][N:22]=[CH:23]2)[C:15]([C:24]2[CH:29]=[CH:28][CH:27]=[C:26]([F:30])[CH:25]=2)=[C:14]([CH:31]([NH:33][C:2]2[N:10]=[CH:9][N:8]=[C:7]3[C:3]=2[N:4]=[CH:5][NH:6]3)[CH3:32])[CH:13]=1. Product: ClC1=CC(=C(C(=C1C)N1C=NN=C1)C1=CC(=CC=C1)F)C(C)NC1=C2N=CNC2=NC=N1 (N-{1-[4-chloro-3′-fluoro-5-methyl-6-(4H-1,2,4-triazol-4-yl)biphenyl-2-yl]ethyl}-9H-purin-6-amine). Starting materials: BrC1=C2N=CNC2=NC=N1 (6-bromo-9H-purine), ClC1=CC(=C(C(=C1C)N1C=NN=C1)C1=CC(=CC=C1)F)C(C)N (1-[4-chloro-3′-fluoro-5-methyl-6-(4H-1,2,4-triazol-4-yl)biphenyl-2-yl]ethanamine), C(C)(C)N(C(C)C)CC (N,N-diisopropylethylamine). Reported procedure: A mixture of 6-bromo-9H-purine (10 mg, 0.050 mmol), 1-[4-chloro-3′-fluoro-5-methyl-6-(4H-1,2,4-triazol-4-yl)biphenyl-2-yl]ethanamine (15 mg, 0.045 mmol), and N,N-diisopropylethylamine (0.016 mL, 0.091 mmol) in isopropyl alcohol (0.2 mL) was heated at 90° C. under nitrogen overnight. The mixture was evaporated and the resulting mixture was purified on RP-HPLC (XBridge C18 Column, eluting with a gradient of acetonitrile in water with 0.2% ammonium hydroxide, at flow rate of 30 mL/min) to give the ...